The task is: describe an organic reaction: reactants, conditions, products, and yield. This data is from the Open Reaction Database (ORD), a public repository of structured organic reaction records. Reactants: COC1=CC=C(C=C1)S (4-methoxybenzenethiol), C(=O)([O-])[O-].[K+].[K+] (K2CO3), BrC(C(=O)OCC)C (ethyl 2-bromo-propionate). The solvent is CC(=O)C (acetone). The product is C(C)OC(C(C)SC1=CC=C(C=C1)OC)=O (2-(4-methoxy-phenylsulfanyl)-propionic acid ethyl ester). Reaction SMILES: [CH3:1][O:2][C:3]1[CH:8]=[CH:7][C:6]([SH:9])=[CH:5][CH:4]=1.C([O-])([O-])=O.[K+].[K+].Br[CH:17]([CH3:23])[C:18]([O:20][CH2:21][CH3:22])=[O:19]>CC(C)=O>[CH2:21]([O:20][C:18](=[O:19])[CH:17]([S:9][C:6]1[CH:7]=[CH:8][C:3]([O:2][CH3:1])=[CH:4][CH:5]=1)[CH3:23])[CH3:22] |f:1.2.3|. Procedure: To stirred solution of 4-methoxybenzenethiol (2.8 gm, 20 mmol) and anhydrous K2CO3 (10 gm, excess) in dry acetone (100 ml), ethyl 2-bromo-propionate (3.6 gm, 20 mmol) was added in a round bottom flask and the reaction mixture was heated at reflux for 8 hours with good stirring. At the end, reaction was allowed to cool and the potassium salts were filtered off and the reaction mixture was concentrated. The residue was extracted with chloroform and washed with H2O and 0.5 N NaOH solution. The orga... The reactants are FC1=CC=C(OC2=C(C(=O)O)C=CC=N2)C=C1 (2-(4-Fluoro-phenoxy)-nicotinic acid), C(C)(C)(C)OC(NCC1=CC=C(C=C1)CN)=O ((4-aminomethyl-benzyl)-carbamic acid tert-butyl ester), CN1CCOCC1 (N-methyl morpholine), ON1N=NC2=C1C=CC=C2 (1-hydroxybenzotriazole), Cl.CN(CCCN=C=NCC)C (1-(3-dimethylaminopropyl)-3-ethylcarbodiimide hydrochloride). Solvent: CN(C=O)C (N,N-dimethylformamide). Reaction conditions: time 18 hour. Product: C(C)(C)(C)OC(NCC1=CC=C(C=C1)CNC(=O)C=1C(=NC=CC1)OC1=CC=C(C=C1)F)=O ([4-({[2-(4-fluoro-phenoxy)-pyridine-3-carbonyl]-amino}-methyl)-benzyl]-carbamic acid tert-butyl ester). Isolated yield 81.1%. Reaction SMILES: [F:1][C:2]1[CH:17]=[CH:16][C:5]([O:6][C:7]2[N:15]=[CH:14][CH:13]=[CH:12][C:8]=2[C:9]([OH:11])=O)=[CH:4][CH:3]=1.ON1C2C=CC=CC=2N=N1.Cl.CN(C)CCCN=C=NCC.[C:40]([O:44][C:45](=[O:56])[NH:46][CH2:47][C:48]1[CH:53]=[CH:52][C:51]([CH2:54][NH2:55])=[CH:50][CH:49]=1)([CH3:43])([CH3:42])[CH3:41].CN1CCOCC1>CN(C)C=O>[C:40]([O:44][C:45](=[O:56])[NH:46][CH2:47][C:48]1[CH:49]=[CH:50][C:51]([CH2:54][NH:55][C:9]([C:8]2[C:7]([O:6][C:5]3[CH:4]=[CH:3][C:2]([F:1])=[CH:17][CH:16]=3)=[N:15][CH:14]=[CH:13][CH:12]=2)=[O:11])=[CH:52][CH:53]=1)([CH3:43])([CH3:41])[CH3:42] |f:2.3|. Procedure: 2-(4-Fluoro-phenoxy)-nicotinic acid (see reference Patent application WO 98/45268) (6.20 g, 26 mmol), 1-hydroxybenzotriazole (5.39 g, 40 mmol) and 1-(3-dimethylaminopropyl)-3-ethylcarbodiimide hydrochloride (6.62 g, 34 mmol) were disolved in N,N-dimethylformamide (50 ml) at room temperature and (4-aminomethyl-benzyl)-carbamic acid tert-butyl ester (6.28 g, 26 mmol) (see Preparation 1) added followed by addition of N-methyl morpholine (4.4 ml, 40 mmol). The reaction mixture was stirred under an a... The reactants are Cc1ccc(N)cc1Br, CC(C)C(=O)Cl. Product: Cc1ccc(NC(=O)C(C)C)cc1Br. RXN SMILES: [Br:7][c:8]1[cH:9][c:10]([NH2:11])[cH:12][cH:13][c:14]1[CH3:15].[CH3:1][CH:2]([C:3](=[O:4])[Cl:5])[CH3:6]>>[CH3:1][CH:2]([C:3](=[O:4])[NH:11][c:10]1[cH:9][c:8]([Br:7])[c:14]([CH3:15])[cH:13][cH:12]1)[CH3:6]. Starting materials: ClC1=C(C(=O)O)C=C(C(=C1[N+](=O)[O-])C)F (2-chloro-5-fluoro-4-methyl-3-nitro-benzoic acid), [O-]S(=O)S(=O)[O-].[Na+].[Na+] (Na2S2O4), Cl (HCl). The solvent is COCCO (glycol monomethyl ether), O (water), O (water). The product is NC=1C(=C(C(=O)O)C=C(C1C)F)Cl (3-Amino-2-chloro-5-fluoro-4-methyl-benzoic acid). RXN SMILES: [Cl:1][C:2]1[C:10]([N+:11]([O-])=O)=[C:9]([CH3:14])[C:8]([F:15])=[CH:7][C:3]=1[C:4]([OH:6])=[O:5].[O-]S(S([O-])=O)=O.[Na+].[Na+].Cl>COCCO.O>[NH2:11][C:10]1[C:2]([Cl:1])=[C:3]([CH:7]=[C:8]([F:15])[C:9]=1[CH3:14])[C:4]([OH:6])=[O:5] |f:1.2.3|. Procedure: 18.5 g of 2-chloro-5-fluoro-4-methyl-3-nitro-benzoic acid and 51.5 g of Na2S2O4 are boiled in a mixture of 160 ml of glycol monomethyl ether and 160 g of water for 3 hours. 230 ml of 1/2-concentrated HCl are added to the still warm solution. The mixture is boiled up once more, cooled and poured into 560 ml of water. The solid which has precipitated is isolated and dried. Yield: 12.4 g, melting point: 182°-84°.